This data is from the Open Reaction Database (ORD), a public repository of structured organic reaction records. The task is: describe an organic reaction: reactants, conditions, products, and yield Reactants: CC(CC=CC(C)=O)CC(C)C (6,8-dimethyl-3-nonen-2-one), [H][H] (hydrogen). The reagents and catalysts are [Cr](=O)([O-])[O-].[Cu+2] (copper chromite). Reaction conditions: temperature 170 celsius, time 3 hour. Product: CC(C)CC(CCCC(C)O)C (2,4-dimethyl-nonan-8-ol). As a reaction SMILES: [CH3:1][CH:2]([CH2:9][CH:10]([CH3:12])[CH3:11])[CH2:3][CH:4]=[CH:5][C:6](=[O:8])[CH3:7].[H][H]>[Cr]([O-])([O-])=O.[Cu+2]>[CH3:12][CH:10]([CH2:9][CH:2]([CH3:1])[CH2:3][CH2:4][CH2:5][CH:6]([OH:8])[CH3:7])[CH3:11] |f:2.3|. Procedure details: 64 g of the foregoing ketone are hydrogenated in a stirring autoclave in the presence of 6 g of copper chromite and under 40 bar hydrogen pressure. The temperature is firstly brought to 140° C. When the hydrogen absorption slows down (after 3 hours), the autoclave is heated to 170° C. and held for 3 hours between 165° C. and 170° C. After cooling down to 25° C., the catalyst is filtered off under suction and the filtrate is distilled. There are obtained 56 g (85.4%) of chemically pure 2,4-dimeth...